This data is from the Open Reaction Database (ORD), a public repository of structured organic reaction records. The task is: describe an organic reaction: reactants, conditions, products, and yield The reactants are C([O-])([O-])=O.[K+].[K+] (potassium carbonate), [Cl-].[Na+] (sodium chloride), O.O.O.O.O.O.C(C=1C(C(=O)[O-])=CC=CC1)(=O)O[O-].[Mg+2] (magnesium monoperoxyphthalate hexahydrate), CC1=NC=CC=C1C (2,3-dimethylpyridine), C([O-])([O-])=O.[K+].[K+] (potassium carbonate). Run in O (water), O (water). Conditions: temperature 27.5 celsius, time 3 hour. The product is CC1=[N+](C=CC=C1C)[O-] (2,3-Dimethylpyridine N-oxide). Yield: 97.0%. As a reaction SMILES: O.O.O.O.O.O.C(O[O-])(=O)C1C(=CC=CC=1)C([O-])=[O:11].[Mg+2].[CH3:21][C:22]1[C:27]([CH3:28])=[CH:26][CH:25]=[CH:24][N:23]=1.C(=O)([O-])[O-].[K+].[K+].[Cl-].[Na+]>O>[CH3:21][C:22]1[C:27]([CH3:28])=[CH:26][CH:25]=[CH:24][N+:23]=1[O-:11] |f:0.1.2.3.4.5.6.7,9.10.11,12.13|. Procedure: 46.2 g of magnesium monoperoxyphthalate hexahydrate in 150 ml of water were slowly added at room temperature to a solution of 11.32 ml (0.100 mole) of 2,3-dimethylpyridine and 11.2 g of potassium carbonate in 50 ml of water. The reaction was carried out at a pH of 6.5-7.0, adjusted by a solution of potassium carbonate, and the reaction mixture was stirred for three hours at a temperature of from 25 to 30° C. At the end of the reaction, the pH was adjusted to 7.5-8.0, 40 g of sodium chloride were... Starting materials: CN1CCCC1=O, COc1cc(N2CCN(C(=O)CCl)CC2)ccc1Cl, [K+], [K+], O=C([O-])[O-], O=c1[nH]c2ccccc2o1. Product: COc1cc(N2CCN(C(=O)Cn3c(=O)oc4ccccc43)CC2)ccc1Cl. As a reaction SMILES: [CH3:36][N:37]1[CH2:38][CH2:39][CH2:40][C:41]1=[O:42].[Cl:1][CH2:2][C:3](=[O:4])[N:5]1[CH2:6][CH2:7][N:8]([c:11]2[cH:12][c:13]([O:18][CH3:19])[c:14]([Cl:17])[cH:15][cH:16]2)[CH2:9][CH2:10]1.[K+:30].[K+:31].[O-:32][C:33]([O-:34])=[O:35].[o:20]1[c:21](=[O:29])[nH:22][c:23]2[c:24]1[cH:25][cH:26][cH:27][cH:28]2>>[CH2:2]([C:3](=[O:4])[N:5]1[CH2:6][CH2:7][N:8]([c:11]2[cH:12][c:13]([O:18][CH3:19])[c:14]([Cl:17])[cH:15][cH:16]2)[CH2:9][CH2:10]1)[n:22]1[c:21](=[O:29])[o:20][c:24]2[c:23]1[cH:28][cH:27][cH:26][cH:25]2. Starting materials: CC(=O)O, O=C[O-], [NH4+], O=C(OCc1ccccc1)N1CCN(c2ccc(-c3ccnc(Nc4ccc5[nH]nnc5c4)n3)cn2)CC1. Yields the product c1cc(-c2ccc(N3CCNCC3)nc2)nc(Nc2ccc3[nH]nnc3c2)n1. As a reaction SMILES: [CH3:43][C:44](=[O:45])[OH:46].[CH:39]([O-:40])=[O:41].[NH4+:42].[nH:1]1[n:2][n:3][c:4]2[c:5]1[cH:6][cH:7][c:8]([NH:10][c:11]1[n:12][cH:13][cH:14][c:15](-[c:17]3[cH:18][cH:19][c:20]([N:23]4[CH2:24][CH2:25][N:26]([C:29]([O:30][CH2:31][c:32]5[cH:33][cH:34][cH:35][cH:36][cH:37]5)=[O:38])[CH2:27][CH2:28]4)[n:21][cH:22]3)[n:16]1)[cH:9]2>>[nH:1]1[n:2][n:3][c:4]2[c:5]1[cH:6][cH:7][c:8]([NH:10][c:11]1[n:12][cH:13][cH:14][c:15](-[c:17]3[cH:18][cH:19][c:20]([N:23]4[CH2:24][CH2:25][NH:26][CH2:27][CH2:28]4)[n:21][cH:22]3)[n:16]1)[cH:9]2. Starting materials: Cc1cc(Br)cnc1CCCCN, Cc1ccc(Cc2cnc(N[N+](=O)[O-])[nH]c2=O)cn1, c1ccncc1. The product is Cc1ccc(Cc2cnc(NCCCCc3ncc(Br)cc3C)[nH]c2=O)cn1. As a reaction SMILES: [Br:1][c:2]1[cH:3][c:4]([CH3:13])[c:5]([CH2:8][CH2:9][CH2:10][CH2:11][NH2:12])[n:6][cH:7]1.[N+:14]([NH:15][c:18]1[n:19][cH:20][c:21]([CH2:25][c:26]2[cH:27][n:28][c:29]([CH3:32])[cH:30][cH:31]2)[c:22](=[O:24])[nH:23]1)([O-:16])=[O:17].[cH:33]1[cH:34][cH:35][n:36][cH:37][cH:38]1>>[Br:1][c:2]1[cH:3][c:4]([CH3:13])[c:5]([CH2:8][CH2:9][CH2:10][CH2:11][NH:12][c:18]2[n:19][cH:20][c:21]([CH2:25][c:26]3[cH:27][n:28][c:29]([CH3:32])[cH:30][cH:31]3)[c:22](=[O:24])[nH:23]2)[n:6][cH:7]1. The product is Br, Oc1cccc2c1CNCC2. RXN SMILES: [BrH:14].[CH3:2][O:3][c:4]1[cH:5][cH:6][cH:7][c:8]2[c:13]1[CH2:12][NH:11][CH2:10][CH2:9]2.[ClH:1]>>[BrH:14].[OH:3][c:4]1[cH:5][cH:6][cH:7][c:8]2[c:13]1[CH2:12][NH:11][CH2:10][CH2:9]2. Starting materials: Br, COc1cccc2c1CNCC2, Cl.